describe an organic reaction: reactants, conditions, products, and yield From a dataset of the Open Reaction Database (ORD), a public repository of structured organic reaction records. Reactants: CCCCCC, CCO, CCOC(=O)C1Cc2cc3c(CC)noc3c(Cl)c2O1, C1CCOC1, O. Yields the product CCc1noc2c(Cl)c3c(cc12)CC(C(=O)O)O3. Reaction SMILES: [CH3:21][CH2:22][CH2:23][CH2:24][CH2:25][CH3:26].[CH3:32][CH2:33][OH:34].[Cl:1][c:2]1[c:3]2[c:4]([cH:5][c:6]3[c:7]([CH2:11][CH3:12])[n:8][o:9][c:10]13)[CH2:13][CH:14]([C:16](=[O:17])[O:18][CH2:19][CH3:20])[O:15]2.[O:27]1[CH2:28][CH2:29][CH2:30][CH2:31]1.[OH2:35]>>[Cl:1][c:2]1[c:3]2[c:4]([cH:5][c:6]3[c:7]([CH2:11][CH3:12])[n:8][o:9][c:10]13)[CH2:13][CH:14]([C:16](=[O:17])[OH:18])[O:15]2. Reactants: NC(=S)N (thiourea), C1CC(=O)N(C1=O)Br (NBS), C(#N)C(=CC1=CC=C(C=C1)NC(C)=O)C#N (N-[4-(2,2-dicyanovinyl)phenyl]acetamide), C([O-])(O)=O.[Na+] (sodium bicarbonate), C(C)(C)OC(C)C (diisopropyl ether). Solvent: C(C)O (ethanol), C(C)O (ethanol). Yields the product NC1=C(C(=NC(=N1)SCC1=NC(=CC=C1)C)C1=CC=C(C=C1)NC(C)=O)C#N (N-{4-[6-amino-5-cyano-2-(6-methylpyridin-2-ylmethylsulfanyl)pyrimidin-4-yl]phenyl}acetamide). RXN SMILES: [NH2:1][C:2]([NH2:4])=[S:3].[C:5]([C:7]([C:19]#[N:20])=[CH:8][C:9]1[CH:14]=[CH:13][C:12]([NH:15][C:16](=[O:18])[CH3:17])=[CH:11][CH:10]=1)#[N:6].[C:21](=O)(O)[O-].[Na+].[CH2:26]1[C:31](=O)[N:30](Br)[C:28](=O)[CH2:27]1.[CH:34](OC(C)C)(C)[CH3:35]>C(O)C>[NH2:6][C:5]1[N:4]=[C:2]([S:3][CH2:21][C:31]2[CH:26]=[CH:35][CH:34]=[C:28]([CH3:27])[N:30]=2)[N:1]=[C:8]([C:9]2[CH:14]=[CH:13][C:12]([NH:15][C:16](=[O:18])[CH3:17])=[CH:11][CH:10]=2)[C:7]=1[C:19]#[N:20] |f:2.3|. Procedure: The portion (4.56 g) was dissolved in 50 mL of ethanol, 1.72 g of thiourea was added to the solution, and the mixture was heated to reflux for 1 hour. Next, to the reaction solution added 20 mL of ethanol and the solution was cooled, and further 4.79 g of N-[4-(2,2-dicyanovinyl)phenyl]acetamide and 3 g of sodium bicarbonate were added thereto, and then the mixture was heated to reflux for 1.5 hours. After the reaction solution was allowed to cool, 2.02 g of NBS was added to the solution, and the...